Task: describe an organic reaction: reactants, conditions, products, and yield. Dataset: the Open Reaction Database (ORD), a public repository of structured organic reaction records Starting materials: C1CCNCC1, CCO, O=C1CSC(=S)N1, O=Cc1csc(NC(=O)Nc2ccccc2)n1. The product is O=C(Nc1ccccc1)Nc1nc(C=C2SC(=S)NC2=O)cs1. RXN SMILES: [CH2:25]1[CH2:26][CH2:27][NH:28][CH2:29][CH2:30]1.[CH3:31][CH2:32][OH:33].[S:18]1[C:19](=[S:20])[NH:21][C:22](=[O:23])[CH2:24]1.[c:1]1([NH:7][C:8]([NH:9][c:10]2[s:11][cH:12][c:13]([CH:15]=[O:16])[n:14]2)=[O:17])[cH:2][cH:3][cH:4][cH:5][cH:6]1>>[c:1]1([NH:7][C:8]([NH:9][c:10]2[s:11][cH:12][c:13]([CH:15]=[C:24]3[S:18][C:19](=[S:20])[NH:21][C:22]3=[O:23])[n:14]2)=[O:17])[cH:2][cH:3][cH:4][cH:5][cH:6]1. Starting materials: Cl.O=C1OC2(CN1C1=CC=C(C(=O)OC)C=C1)CCNCC2 (methyl 4-(2-oxo-1-oxa-3,8-diazaspiro[4.5]dec-3-yl)benzoate hydrochloride salt), BrC=1C=C(C=O)C=C(C1)Cl (3-bromo-5-chlorobenzaldehyde). The product is BrC=1C=CC(=C(CN2CCC3(CN(C(O3)=O)C3=CC=C(C(=O)OC)C=C3)CC2)C1)Cl (methyl 4-[8-(5-bromo-2-chlorobenzyl)-2-oxo-1-oxa-3,8-diazaspiro[4.5]dec-3-yl]benzoate), oil. As a reaction SMILES: [ClH:1].[O:2]=[C:3]1[N:7]([C:8]2[CH:17]=[CH:16][C:11]([C:12]([O:14][CH3:15])=[O:13])=[CH:10][CH:9]=2)[CH2:6][C:5]2([CH2:22][CH2:21][NH:20][CH2:19][CH2:18]2)[O:4]1.[Br:23][C:24]1[CH:25]=[C:26]([CH:29]=[C:30](Cl)[CH:31]=1)[CH:27]=O>>[Br:23][C:24]1[CH:31]=[CH:30][C:29]([Cl:1])=[C:26]([CH:25]=1)[CH2:27][N:20]1[CH2:21][CH2:22][C:5]2([O:4][C:3](=[O:2])[N:7]([C:8]3[CH:17]=[CH:16][C:11]([C:12]([O:14][CH3:15])=[O:13])=[CH:10][CH:9]=3)[CH2:6]2)[CH2:18][CH2:19]1 |f:0.1|. Reported procedure: The title compound was prepared from methyl 4-(2-oxo-1-oxa-3,8-diazaspiro[4.5]dec-3-yl)benzoate hydrochloride salt (50 mg, 0.153 mmol; Example 1, Step 2) and 3-bromo-5-chlorobenzaldehyde (43.7 mg, 0.199 mmol) following essentially the same procedure described in Step 1 of Example 7-6. The title compound was obtained as a yellow oil (76 mg) that was used without any further purification.